Dataset: the Open Reaction Database (ORD), a public repository of structured organic reaction records. Task: describe an organic reaction: reactants, conditions, products, and yield Reactants: CC(=O)OC(C)=O, CS(C)=O, ClCCl, c1ccncc1, NN=C(N)c1cnc2nnn(Cc3ccc4ncccc4c3)c2n1. Yields the product CC(=O)NN=C(N)c1cnc2nnn(Cc3ccc4ncccc4c3)c2n1. RXN SMILES: [CH3:31][C:32](=[O:33])[O:34][C:35](=[O:36])[CH3:37].[CH3:38][S:39]([CH3:40])=[O:41].[Cl:42][CH2:43][Cl:44].[cH:25]1[cH:26][cH:27][n:28][cH:29][cH:30]1.[n:1]1[cH:2][cH:3][cH:4][c:5]2[cH:6][c:7]([CH2:11][n:12]3[n:13][n:14][c:15]4[c:16]3[n:17][c:18]([C:21]([NH2:22])=[N:23][NH2:24])[cH:19][n:20]4)[cH:8][cH:9][c:10]12>>[n:1]1[cH:2][cH:3][cH:4][c:5]2[cH:6][c:7]([CH2:11][n:12]3[n:13][n:14][c:15]4[c:16]3[n:17][c:18]([C:21]([NH2:22])=[N:23][NH:24][C:32]([CH3:31])=[O:33])[cH:19][n:20]4)[cH:8][cH:9][c:10]12. Starting materials: COC(CC1=CC2=CC=C(C=C2C(=C1C)CC1=CC=C(C=C1)S(=O)(=O)C(F)(F)F)F)=O ([6-fluoro-3-methyl-4-(4-trifluoromethanesulfonyl-benzyl)-naphthalen-2-yl]-acetic acid methyl ester), O.[OH-].[Li+] (lithium hydroxide monohydrate). The solvent is O1CCCC1 (tetrahydrofuran), O (water). Run at time 15 hour. Yields the product FC=1C=C2C(=C(C(=CC2=CC1)CC(=O)O)C)CC1=CC=C(C=C1)S(=O)(=O)C(F)(F)F ([6-fluoro-3-methyl-4-(4-trifluoromethanesulfonyl-benzyl)-naphthalen-2-yl]-acetic acid). The yield is 89.5%. Reaction SMILES: C[O:2][C:3](=[O:31])[CH2:4][C:5]1[C:14]([CH3:15])=[C:13]([CH2:16][C:17]2[CH:22]=[CH:21][C:20]([S:23]([C:26]([F:29])([F:28])[F:27])(=[O:25])=[O:24])=[CH:19][CH:18]=2)[C:12]2[C:7](=[CH:8][CH:9]=[C:10]([F:30])[CH:11]=2)[CH:6]=1.O.[OH-].[Li+]>O1CCCC1.O>[F:30][C:10]1[CH:11]=[C:12]2[C:7](=[CH:8][CH:9]=1)[CH:6]=[C:5]([CH2:4][C:3]([OH:31])=[O:2])[C:14]([CH3:15])=[C:13]2[CH2:16][C:17]1[CH:22]=[CH:21][C:20]([S:23]([C:26]([F:28])([F:27])[F:29])(=[O:24])=[O:25])=[CH:19][CH:18]=1 |f:1.2.3|. Procedure details: To a solution of [6-fluoro-3-methyl-4-(4-trifluoromethanesulfonyl-benzyl)-naphthalen-2-yl]-acetic acid methyl ester (395 mg, 0.87 mmol) in tetrahydrofuran (15 mL) was added a solution of lithium hydroxide monohydrate (208 mg, 8.7 mmol) in water (3 mL) at room temperature. The resulting clear solution was stirred for 15 hours. Then, the tetrahydrofuran was removed under vacuum and the residue was diluted with water (10 mL). The aqueous solution was acidified with 1.0 N hydrochloric acid and the o... Reactants: C(C)(C)(C)OC(=O)N[C@H](C(=O)O)CNC1=C(C=CC=C1)[N+](=O)[O-] ((2S)2-tert-butoxycarbonylamino-3-(2-nitrophenyl-amino)propionic acid), COC(CN1C([C@H](CNC2=C1C=CC=C2)NC(=O)OC(C)(C)C)=O)=O ((3S)-2-Oxo-3-tert-butoxycarbonylamino-2,3,4,5-tetrahydro-1H-1,5-benzodiazepine-1-acetic acid methyl ester), ClC1(CN=CC=C1)[N+](=O)[O-] (3-chloro-3-nitro pyridine). The product is C(C)(C)(C)OC(=O)N[C@H](C(=O)O)CNC1=NC=CC=C1[N+](=O)[O-] ((2S)2-tert-Butoxycarbonylamino-3-(3-nitropyridin-2-ylamino)propionic acid), yellow solid. The yield is 64.0%. RXN SMILES: [C:1]([O:5][C:6]([NH:8][C@@H:9]([CH2:13][NH:14][C:15]1C=[CH:19][CH:18]=[CH:17][C:16]=1[N+:21]([O-:23])=[O:22])[C:10]([OH:12])=[O:11])=[O:7])([CH3:4])([CH3:3])[CH3:2].COC(=O)C[N:28]1C2C=CC=CC=2NC[C@H](NC(OC(C)(C)C)=O)C1=O.ClC1([N+]([O-])=O)C=CC=NC1>>[C:1]([O:5][C:6]([NH:8][C@@H:9]([CH2:13][NH:14][C:15]1[C:16]([N+:21]([O-:23])=[O:22])=[CH:17][CH:18]=[CH:19][N:28]=1)[C:10]([OH:12])=[O:11])=[O:7])([CH3:4])([CH3:3])[CH3:2]. Procedure: (2S)2-tert-Butoxycarbonylamino-3-(3-nitropyridin-2-ylamino)propionic acid was prepared by a similar method as (2S)2-tert-butoxycarbonylamino-3-(2-nitrophenyl-amino)propionic acid in Step A of the synthesis of 600a, except that 3-chloro-3-nitro pyridine was used instead of 2-fluoronitrobenzene, to give 4.05 g (64%) of a yellow solid.